This data is from the Open Reaction Database (ORD), a public repository of structured organic reaction records. The task is: describe an organic reaction: reactants, conditions, products, and yield The reactants are Fc1ccc(Br)c2cnc(N=C=S)cc12, O=C([O-])[O-], CC(C)N=C=NC(C)C, [Cs+], [Cs+], NCC1(O)CN2CCC1CC2, CN(C)C=O. The product is Fc1ccc(Br)c2cnc(NC3=NCC4(CN5CCC4CC5)O3)cc12. RXN SMILES: [Br:1][c:2]1[cH:3][cH:4][c:5]([F:15])[c:6]2[cH:7][c:8]([N:12]=[C:13]=[S:14])[n:9][cH:10][c:11]12.[C:27](=[O:28])([O-:29])[O-:30].[C:33](=[N:34][CH:35]([CH3:36])[CH3:37])=[N:38][CH:39]([CH3:40])[CH3:41].[Cs+:31].[Cs+:32].[NH2:16][CH2:17][C:18]1([OH:26])[CH2:19][N:20]2[CH2:21][CH2:22][CH:23]1[CH2:24][CH2:25]2.[O:42]=[CH:43][N:44]([CH3:45])[CH3:46]>>[Br:1][c:2]1[cH:3][cH:4][c:5]([F:15])[c:6]2[cH:7][c:8]([NH:12][C:13]3=[N:16][CH2:17][C:18]4([CH2:19][N:20]5[CH2:21][CH2:22][CH:23]4[CH2:24][CH2:25]5)[O:26]3)[n:9][cH:10][c:11]12.